From a dataset of the Open Reaction Database (ORD), a public repository of structured organic reaction records. describe an organic reaction: reactants, conditions, products, and yield The reactants are crude material, Cl (HCl), FC=1C=C(C=C(C#N)C1)Cl (5-Fluoro-3-chloro-benzonitrile), C(=O)([O-])[O-].[K+].[K+] (K2CO3), CN1CCNCC1 (1-methyl piperazine). Reaction conditions: temperature 80 celsius. Isolated yield 92.8%. The product is ClC=1C=C(C#N)C=C(C1)N1CCN(CC1)C (3-chloro-5-(4-methyl-piperazin-1-yl)-benzonitrile). Procedure details: 5-Fluoro-3-chloro-benzonitrile (1 g, 6.4 mmol) was dissolved in DMSO (20 ml) followed by addition of K2CO3 (1.3 g, 9.6 mmol) and 1-methyl piperazine (1.4 ml, 12.8 mmol). The reaction mixture was heated at 80° C. for 20 hours. Diethyl ether was added to the crude material (10 ml) then acidified with 1N HCl. A precipitate was filtered off from the crude reaction mixture to give 3-chloro-5-(4-methyl-piperazin-1-yl)-benzonitrile (1.4 g, 93% yield) as a white solid (LC/MS: Rt 1.83 [M+H]+ 236, acidic ... Run in C(C)OCC (Diethyl ether), CS(=O)C (DMSO). Reaction SMILES: F[C:2]1[CH:3]=[C:4]([Cl:10])[CH:5]=[C:6]([CH:9]=1)[C:7]#[N:8].C([O-])([O-])=O.[K+].[K+].[CH3:17][N:18]1[CH2:23][CH2:22][NH:21][CH2:20][CH2:19]1.Cl>CS(C)=O.C(OCC)C>[Cl:10][C:4]1[CH:5]=[C:6]([CH:9]=[C:2]([N:21]2[CH2:22][CH2:23][N:18]([CH3:17])[CH2:19][CH2:20]2)[CH:3]=1)[C:7]#[N:8] |f:1.2.3|. Solvent: CN(C)P(=O)(N(C)C)N(C)C (HMPA). As a reaction SMILES: [F:1][C:2]([F:8])([F:7])[C:3]([OH:6])([CH3:5])[CH3:4].[H-].[Na+].F[C:12]1[CH:13]=[CH:14][C:15]([C:18]#[N:19])=[N:16][CH:17]=1.C(=O)([O-])[O-].[Na+].[Na+]>CN(P(N(C)C)(N(C)C)=O)C>[F:1][C:2]([F:8])([F:7])[C:3]([CH3:5])([CH3:4])[O:6][C:12]1[CH:13]=[CH:14][C:15]([C:18]#[N:19])=[N:16][CH:17]=1 |f:1.2,4.5.6|. Starting materials: C([O-])([O-])=O.[Na+].[Na+] (sodium carbonate), FC(C(C)(C)O)(F)F (2-trifluoromethyl-2-propanol), [H-].[Na+] (sodium hydride), FC=1C=CC(=NC1)C#N (5-fluoro-pyridine-2-carbonitrile). Procedure: Add 2-trifluoromethyl-2-propanol (1.1 g, 8.3 mmol) slowly to a slurry of sodium hydride (202 mg, 60% mineral oil, washed with hexane) in HMPA (3 mL) under nitrogen. Stir the slurry for 15 min, then add 5-fluoro-pyridine-2-carbonitrile (510 mg, 4.2 mmol). Stir the slurry for 16 h at ambient temperature. Adjust the mixture to pH 9 with sodium carbonate then extract with diethyl ether (3×50 mL). Collect the organic layer, dry over Na2SO4 and concentrate in vacuo. Purify by chromatography on silica ... Product: FC(C(OC=1C=CC(=NC1)C#N)(C)C)(F)F (5-(2,2,2-Trifluoro-1,1-dimethyl-ethoxy)-pyridine-2-carbonitrile). Reaction conditions: time 15 minute. Yield: 79.4%.